This data is from the Open Reaction Database (ORD), a public repository of structured organic reaction records. The task is: describe an organic reaction: reactants, conditions, products, and yield The reactants are CCO, O=C(NC1(c2ccc(-c3nc4ccn5c(-c6ncccn6)nnc5c4cc3-c3ccccc3)cc2)CC(O)(CO)C1)C(F)(F)F, [Na+], [OH-]. Yields the product NC1(c2ccc(-c3nc4ccn5c(-c6ncccn6)nnc5c4cc3-c3ccccc3)cc2)CC(O)(CO)C1. As a reaction SMILES: [CH3:48][CH2:49][OH:50].[F:1][C:2]([F:3])([F:4])[C:44]([NH:5][C:6]1([c:13]2[cH:14][cH:15][c:16](-[c:19]3[n:20][c:21]4[cH:22][cH:23][n:24]5[c:25]([c:26]4[cH:27][c:28]3-[c:29]3[cH:30][cH:31][cH:32][cH:33][cH:34]3)[n:35][n:36][c:37]5-[c:38]3[n:39][cH:40][cH:41][cH:42][n:43]3)[cH:17][cH:18]2)[CH2:7][C:8]([CH2:10][OH:11])([OH:12])[CH2:9]1)=[O:45].[Na+:47].[OH-:46]>>[NH2:5][C:6]1([c:13]2[cH:14][cH:15][c:16](-[c:19]3[n:20][c:21]4[cH:22][cH:23][n:24]5[c:25]([c:26]4[cH:27][c:28]3-[c:29]3[cH:30][cH:31][cH:32][cH:33][cH:34]3)[n:35][n:36][c:37]5-[c:38]3[n:39][cH:40][cH:41][cH:42][n:43]3)[cH:17][cH:18]2)[CH2:7][C:8]([CH2:10][OH:11])([OH:12])[CH2:9]1. The reactants are S(=O)(=O)(O)O.NC=1N=C(NC(C1N)=O)C1=C(C=CC=C1)OCC (4,5-diamino-2-(2-ethoxyphenyl)pyrimidin-6-one sulphate), C(=O)N (formamide). Yields the product C(C)OC1=C(C=CC=C1)C1=NC(C2=NC=NC2=N1)=O (2-(2-Ethoxyphenyl)-6-purinone). RXN SMILES: S(O)(O)(=O)=O.[NH2:6][C:7]1[N:8]=[C:9]([C:15]2[CH:20]=[CH:19][CH:18]=[CH:17][C:16]=2[O:21][CH2:22][CH3:23])[NH:10][C:11](=[O:14])[C:12]=1[NH2:13].[CH:24](N)=O>>[CH2:22]([O:21][C:16]1[CH:17]=[CH:18][CH:19]=[CH:20][C:15]=1[C:9]1[N:8]=[C:7]2[C:12](=[N:13][CH:24]=[N:6]2)[C:11](=[O:14])[N:10]=1)[CH3:23] |f:0.1|. Procedure: In a similar manner to Example 1 reaction of 4,5-diamino-2-(2-ethoxyphenyl)pyrimidin-6-one sulphate (1.5 g) with formamide (15 ml) afforded the title compound, 0.36 g, m.p. 276°-277° C., (recrystallised from ethanol).